From a dataset of the Open Reaction Database (ORD), a public repository of structured organic reaction records. describe an organic reaction: reactants, conditions, products, and yield Starting materials: ClC1=C(C=CC=C1)C1=NC(=NC=C1C(=O)OCC)C1=CC=CC=C1 (Ethyl 4-(2-chlorophenyl)-2-phenyl-5-pyrimidinecarboxylate), [OH-].[K+] (potassium hydroxide), Cl (HCl). Run in C(C)O (ethanol), O (water). Product: ClC1=C(C=CC=C1)C1=NC(=NC=C1C(=O)O)C1=CC=CC=C1 (4-(2-chlorophenyl)-2-phenyl-5-pyrimidinecarboxylic acid). Isolated yield 99.5%. RXN SMILES: [Cl:1][C:2]1[CH:7]=[CH:6][CH:5]=[CH:4][C:3]=1[C:8]1[C:13]([C:14]([O:16]CC)=[O:15])=[CH:12][N:11]=[C:10]([C:19]2[CH:24]=[CH:23][CH:22]=[CH:21][CH:20]=2)[N:9]=1.[OH-].[K+].Cl>C(O)C.O>[Cl:1][C:2]1[CH:7]=[CH:6][CH:5]=[CH:4][C:3]=1[C:8]1[C:13]([C:14]([OH:16])=[O:15])=[CH:12][N:11]=[C:10]([C:19]2[CH:20]=[CH:21][CH:22]=[CH:23][CH:24]=2)[N:9]=1 |f:1.2|. Procedure: A mixture of 5.70 g of compound E and 2.83 g of potassium hydroxide in 40 cc of ethanol and 0.5 cc of water was heated under reflux for 3 hours. After cooling, the reaction mixture was acidified with 1N HCl, and extracted with chloroform. The extract was dried over magnesium sulfate, and distilled to remove the solvent. Thus, 5.20 g of 4-(2-chlorophenyl)-2-phenyl-5-pyrimidinecarboxylic acid was obtained. Yield: 99.6%. The reactants are COc1ccc(C(=O)c2sccc2Br)cc1, NN, O, O, OCCO. Product: COc1ccc(C(=NN)c2sccc2Br)cc1. As a reaction SMILES: [Br:1][c:2]1[c:3]([C:7](=[O:8])[c:9]2[cH:10][cH:11][c:12]([O:15][CH3:16])[cH:13][cH:14]2)[s:4][cH:5][cH:6]1.[NH2:18][NH2:19].[OH2:17].[OH2:24].[OH:20][CH2:21][CH2:22][OH:23]>>[Br:1][c:2]1[c:3]([C:7]([c:9]2[cH:10][cH:11][c:12]([O:15][CH3:16])[cH:13][cH:14]2)=[N:18][NH2:19])[s:4][cH:5][cH:6]1. Starting materials: C(O)CN (ethanolamine), Cl (hydrochloric acid), resultant suspension, [Cl-].C(O)CN (ethanolamine chloride), lime. The solvent is O (water). Yields the product [Cl-].C(O)CN (ethanolamine chloride), Cl.C(O)CN (ethanolamine hydrochloride). Reaction SMILES: [Cl-:1].[CH2:2]([CH2:4][NH2:5])[OH:3].[CH2:6]([CH2:8][NH2:9])[OH:7].Cl>O>[Cl-:1].[CH2:2]([CH2:4][NH2:5])[OH:3].[ClH:1].[CH2:6]([CH2:8][NH2:9])[OH:7] |f:0.1,5.6,7.8|. Procedure details: A sample of lime was slaked in a solution of ethanolamine chloride, and the resultant suspension was passed through a mesh screen to remove solid matter. The solution of ethanolamine chloride was prepared by mixing ethanolamine with concentrated hydrochloric acid, to give a 1:1.6 solution of ethanolamine hydrochloride in water. The resultant lime/ethanolamine chloride solution was treated with carbon dioxide to form precipitated calcium carbonate. Reactants: COC(=O)C1CC(S(=O)(=O)c2ccccc2C(F)(F)F)CN1c1cc(C)nn1C1CCOCC1, [Li+], [OH-]. The product is Cc1cc(N2CC(S(=O)(=O)c3ccccc3C(F)(F)F)CC2C(=O)O)n(C2CCOCC2)n1. RXN SMILES: [CH3:1][O:2][C:3](=[O:4])[CH:5]1[N:6]([c:23]2[n:24]([CH:29]3[CH2:30][CH2:31][O:32][CH2:33][CH2:34]3)[n:25][c:26]([CH3:28])[cH:27]2)[CH2:7][CH:8]([S:10](=[O:11])(=[O:12])[c:13]2[c:14]([C:19]([F:20])([F:21])[F:22])[cH:15][cH:16][cH:17][cH:18]2)[CH2:9]1.[Li+:35].[OH-:36]>>[O:2]=[C:3]([OH:4])[CH:5]1[N:6]([c:23]2[n:24]([CH:29]3[CH2:30][CH2:31][O:32][CH2:33][CH2:34]3)[n:25][c:26]([CH3:28])[cH:27]2)[CH2:7][CH:8]([S:10](=[O:11])(=[O:12])[c:13]2[c:14]([C:19]([F:20])([F:21])[F:22])[cH:15][cH:16][cH:17][cH:18]2)[CH2:9]1.